From a dataset of the Open Reaction Database (ORD), a public repository of structured organic reaction records. describe an organic reaction: reactants, conditions, products, and yield Product: FC1=C(C=CC=C1)NC1=CC(CCC1)=O (3-[(2-Fluorophenyl)amino]-2-cyclohexen-1-one). Reaction SMILES: [F:1][C:2]1[CH:8]=[CH:7][CH:6]=[CH:5][C:3]=1[NH2:4].[C:9]1(=O)[CH2:14][CH2:13][CH2:12][C:11](=[O:15])[CH2:10]1>>[F:1][C:2]1[CH:8]=[CH:7][CH:6]=[CH:5][C:3]=1[NH:4][C:9]1[CH2:14][CH2:13][CH2:12][C:11](=[O:15])[CH:10]=1. Reported procedure: 2-Fluoroaniline (10 g) and cyclohexane-1,3-dione (10 g) were heated together under nitrogen at 120° for 1 h. The cooled mixture was triturated with ether and filtered to give the title compound (14.8 g), m.p. 116°-118°. Starting materials: FC1=C(N)C=CC=C1 (2-Fluoroaniline), C1(CC(CCC1)=O)=O (cyclohexane-1,3-dione). Yield: 80.9%.